Dataset: the Open Reaction Database (ORD), a public repository of structured organic reaction records. Task: describe an organic reaction: reactants, conditions, products, and yield Starting materials: [Na+].[Cl-] (NaCl), CI (Methyl iodide), OCCN1C(SC(C1=O)C)C=1C=NC=CC1 (3-(2-hydroxyethyl)-5-methyl-2-(3-pyridyl)-thiazolidin-4-one), [H-].[Na+] (sodium hydride). Run in CN(C=O)C (dimethylformamide). Conditions: time 1 hour. The product is COCCN1C(SC(C1=O)C)C=1C=NC=CC1 (3-(2-methoxyethyl)-5-methyl-2-(3-pyridyl)-thiazolidin-4-one). Yield: 48.1%. As a reaction SMILES: [CH3:1]I.[OH:3][CH2:4][CH2:5][N:6]1[C:10](=[O:11])[CH:9]([CH3:12])[S:8][CH:7]1[C:13]1[CH:14]=[N:15][CH:16]=[CH:17][CH:18]=1.[H-].[Na+].[Na+].[Cl-]>CN(C)C=O>[CH3:1][O:3][CH2:4][CH2:5][N:6]1[C:10](=[O:11])[CH:9]([CH3:12])[S:8][CH:7]1[C:13]1[CH:14]=[N:15][CH:16]=[CH:17][CH:18]=1 |f:2.3,4.5|. Procedure: Methyl iodide (0.72 g, 5.0 mmol) was added to a solution of 3-(2-hydroxyethyl)-5-methyl-2-(3-pyridyl)-thiazolidin-4-one (1 g, 4.2 mmol) in dry dimethylformamide (5 ml), and 40% sodium hydride (176 mg, 4.4 mmol) was added in limited amounts of the mixture under cooling with ice. Then, cooling with ice was continued for 1 hour. The product mixture was poured into aqueous NaCl, and extracted with ethyl acetate. The extract was washed with water, dried over anhydrous Na2SO4, and filtered. The filtra... Reactants: CNC (Dimethylamine), C1(CC1)C1=NC(=NO1)C=1N=CN2C1N1C(C=3C(=CC=CC23)F)=NCC1 (5-(5-cyclopropyl-1,2,4-oxadiazol-3-yl)-12-fluoro-2,3-dihydrodiimidazo[1,5-a:1',2'-c]quinazoline), CNC (dimethylamine). Solvent: CN(C)C=O (DMF). Product: C1(CC1)C1=NC(=NO1)C=1N=CN2C1N1C(C=3C(=CC=CC23)N(C)C)=NCC1 (5-(5-Cyclopropyl-1,2,4-oxadiazol-3-yl)-2,3-dihydro-12-dimethylaminodiimidazo[1,5-a:1',2'-c]quinazoline). As a reaction SMILES: [CH3:1][NH:2][CH3:3].[CH:4]1([C:7]2[O:11][N:10]=[C:9]([C:12]3[N:13]=[CH:14][N:15]4[C:24]5[CH:23]=[CH:22][CH:21]=[C:20](F)[C:19]=5[C:18]5=[N:26][CH2:27][CH2:28][N:17]5[C:16]=34)[N:8]=2)[CH2:6][CH2:5]1>CN(C=O)C>[CH:4]1([C:7]2[O:11][N:10]=[C:9]([C:12]3[N:13]=[CH:14][N:15]4[C:24]5[CH:23]=[CH:22][CH:21]=[C:20]([N:2]([CH3:3])[CH3:1])[C:19]=5[C:18]5=[N:26][CH2:27][CH2:28][N:17]5[C:16]=34)[N:8]=2)[CH2:6][CH2:5]1. Procedure details: Dimethylamine was bubbled through a stirred suspension of 5-(5-cyclopropyl-1,2,4-oxadiazol-3-yl)-12-fluoro-2,3-dihydrodiimidazo[1,5-a:1',2'-c]quinazoline (1.0 g, 3 mmol) in dry DMF (25 ml) for 5 min. at ambient temperature. Again after 2 h dimethylamine was passed through the reaction mixture for 5 min. and stirring was continued for one more hour. The resulting solution was evaporated in vacuo and the residue was treated with 4 ml of 1M NaOH and 20 ml of water. The insoluble material was filter... Product: N1=CNC2=C1C=CC=C2 (benzimidazole), compound. Starting materials: N1=CC=CC=C1 (pyridine), C(=S)(Cl)Cl (thiophosgene), C(C)#N (acetonitrile), N-phenylenediamine. Conditions: temperature 5 celsius, time 2 hour. The solvent is O (water). Procedure: Into 500 ml of acetonitrile was suspended 40 g (0.217 mol) of N-phenylenediamine in an atmosphere of nitrogen. The suspension was cooled with ice to 5° C. or lower where it was then kept. To the suspension was then added 37 ml (0.477 mol) of pyridine. To the reaction mixture was then added dropwise 25 g (0.217 mol) of thiophosgene while the temperature of the reaction system was being controlled to lower than 10° C. After completion of the dropwise addition, the temperature of the reaction solut... Isolated yield 63.0%. As a reaction SMILES: [C:1](#[N:3])C.[N:4]1[CH:9]=[CH:8][CH:7]=[CH:6][CH:5]=1.[C:10](Cl)(Cl)=S>O>[N:3]1[C:1]2[CH:5]=[CH:6][CH:7]=[CH:8][C:9]=2[NH:4][CH:10]=1. Reactants: CC(C)(C)[O-], CO, CC(C)(C)O, ClCCl, O=C(Cc1ncc[nH]1)c1ccc(Cl)cc1Cl, C=C(C(=S)OC)c1ccccc1. Reaction SMILES: [CH3:1][C:2]([CH3:3])([O-:4])[CH3:5].[CH3:34][OH:35].[CH3:36][C:37]([OH:38])([CH3:39])[CH3:40].[Cl:41][CH2:42][Cl:43].[Cl:6][c:7]1[c:8]([C:14]([CH2:15][c:16]2[nH:17][cH:18][cH:19][n:20]2)=[O:21])[cH:9][cH:10][c:11]([Cl:13])[cH:12]1.[c:22]1([C:28]([C:29](=[S:30])[O:31][CH3:32])=[CH2:33])[cH:23][cH:24][cH:25][cH:26][cH:27]1>>[Cl:6][c:7]1[c:8]([C:14]([CH:15]([c:16]2[n:17][cH:18][cH:19][nH:20]2)[CH2:33][CH:28]([c:22]2[cH:23][cH:24][cH:25][cH:26][cH:27]2)[C:29](=[S:30])[O:31][CH3:32])=[O:21])[cH:9][cH:10][c:11]([Cl:13])[cH:12]1. Product: COC(=S)C(CC(C(=O)c1ccc(Cl)cc1Cl)c1ncc[nH]1)c1ccccc1. Reactants: NC=1SC2=C(N1)C=CC(=C2)OC=2C=C(C=CC2)NC(C2=CC(=CC=C2)C(C)(C)C#N)=O (N-{3-[(2-amino-1,3-benzothiazol-6-yl)oxy]phenyl}-3-(1-cyano-1-methylethyl)benzamide), C1(CC1)C(=O)Cl (cyclopropanecarbonyl chloride). Reagents/catalysts: CN(C1=CC=NC=C1)C (N,N-dimethylpyridine-4-amine). Run in CO (methanol), [OH-].[Na+] (sodium hydroxide), N1=CC=CC=C1 (pyridine). Run at time 6 hour. Yields the product C(#N)C(C)(C)C=1C=C(C(=O)NC2=CC(=CC=C2)OC2=CC3=C(N=C(S3)NC(=O)C3CC3)C=C2)C=CC1 (3-(1-cyano-1-methylethyl)-N-[3-({2-[(cyclopropylcarbonyl)amino]-1,3-benzothiazol-6-yl}oxy)phenyl]benzamide). Yield: 73.8%. As a reaction SMILES: [NH2:1][C:2]1[S:3][C:4]2[CH:10]=[C:9]([O:11][C:12]3[CH:13]=[C:14]([NH:18][C:19](=[O:31])[C:20]4[CH:25]=[CH:24][CH:23]=[C:22]([C:26]([C:29]#[N:30])([CH3:28])[CH3:27])[CH:21]=4)[CH:15]=[CH:16][CH:17]=3)[CH:8]=[CH:7][C:5]=2[N:6]=1.[CH:32]1([C:35](Cl)=[O:36])[CH2:34][CH2:33]1>N1C=CC=CC=1.CN(C)C1C=CN=CC=1.CO.[OH-].[Na+]>[C:29]([C:26]([C:22]1[CH:21]=[C:20]([CH:25]=[CH:24][CH:23]=1)[C:19]([NH:18][C:14]1[CH:15]=[CH:16][CH:17]=[C:12]([O:11][C:9]2[CH:8]=[CH:7][C:5]3[N:6]=[C:2]([NH:1][C:35]([CH:32]4[CH2:34][CH2:33]4)=[O:36])[S:3][C:4]=3[CH:10]=2)[CH:13]=1)=[O:31])([CH3:27])[CH3:28])#[N:30] |f:5.6|. Procedure: To a solution of N-{3-[(2-amino-1,3-benzothiazol-6-yl)oxy]phenyl}-3-(1-cyano-1-methylethyl)benzamide (5.13 g, 12.0 mmol) in pyridine (50 mL) were added cyclopropanecarbonyl chloride (2.5 mL, 27.6 mmol) and N,N-dimethylpyridine-4-amine (89.3 mg, 731 μmol), and the mixture was stirred at room temperature for 6 hr. The reaction mixture was diluted with methanol (50 mL), 2N aqueous sodium hydroxide solution (10 mL) was added, and the mixture was stirred at room temperature for 3 hr. The reaction mix... Reactants: NCC1COc2cc(OCc3ccccc3)ccc2O1, CCN(C(C)C)C(C)C, O=c1ccc2ccc(OCCCCl)cc2o1, [I-], [Na+], CN(C)C=O. The product is O=c1ccc2ccc(OCCCNCC3COc4cc(OCc5ccccc5)ccc4O3)cc2o1. Reaction SMILES: [CH2:1]([c:2]1[cH:3][cH:4][cH:5][cH:6][cH:7]1)[O:8][c:9]1[cH:10][c:11]2[c:12]([cH:19][cH:20]1)[O:13][CH:14]([CH2:17][NH2:18])[CH2:15][O:16]2.[CH:37]([N:38]([CH:39]([CH3:40])[CH3:41])[CH2:42][CH3:43])([CH3:44])[CH3:45].[Cl:21][CH2:22][CH2:23][CH2:24][O:25][c:26]1[cH:27][cH:28][c:29]2[cH:30][cH:31][c:32](=[O:36])[o:33][c:34]2[cH:35]1.[I-:47].[Na+:46].[O:48]=[CH:49][N:50]([CH3:51])[CH3:52]>>[CH2:1]([c:2]1[cH:3][cH:4][cH:5][cH:6][cH:7]1)[O:8][c:9]1[cH:10][c:11]2[c:12]([cH:19][cH:20]1)[O:13][CH:14]([CH2:17][NH:18][CH2:22][CH2:23][CH2:24][O:25][c:26]1[cH:27][cH:28][c:29]3[cH:30][cH:31][c:32](=[O:36])[o:33][c:34]3[cH:35]1)[CH2:15][O:16]2. The reactants are ( A ), CC1=C(C=C(C(=O)O)C=C1)N1C=NC2=CC=C(C=C2C1=O)CN1CCOCC1 (4-methyl-3-[6-(morpholin-4-ylmethyl)-4-oxoquinazolin-3(4H)-yl]benzoic acid), NC1=NOC=C1 (3-aminoisoxazole). The product is O1N=C(C=C1)NC(C1=CC(=C(C=C1)C)N1C=NC2=CC=C(C=C2C1=O)CN1CCOCC1)=O (N-isoxazol-3-yl-4-methyl-3-[6-(morpholin-4-ylmethyl)-4-oxoquinazolin-3(4H)-yl]benzamide). RXN SMILES: [CH3:1][C:2]1[CH:10]=[CH:9][C:5]([C:6]([OH:8])=O)=[CH:4][C:3]=1[N:11]1[C:20](=[O:21])[C:19]2[C:14](=[CH:15][CH:16]=[C:17]([CH2:22][N:23]3[CH2:28][CH2:27][O:26][CH2:25][CH2:24]3)[CH:18]=2)[N:13]=[CH:12]1.[NH2:29][C:30]1[CH:34]=[CH:33][O:32][N:31]=1>>[O:32]1[CH:33]=[CH:34][C:30]([NH:29][C:6](=[O:8])[C:5]2[CH:9]=[CH:10][C:2]([CH3:1])=[C:3]([N:11]3[C:20](=[O:21])[C:19]4[C:14](=[CH:15][CH:16]=[C:17]([CH2:22][N:23]5[CH2:24][CH2:25][O:26][CH2:27][CH2:28]5)[CH:18]=4)[N:13]=[CH:12]3)[CH:4]=2)=[N:31]1. Procedure: Using an analogous procedure to that described paragraph (A) in the portion of Example 4, 4-methyl-3-[6-(morpholin-4-ylmethyl)-4-oxoquinazolin-3(4H)-yl]benzoic acid was reacted with 3-aminoisoxazole to give N-isoxazol-3-yl-4-methyl-3-[6-(morpholin-4-ylmethyl)-4-oxoquinazolin-3(4H)-yl]benzamide; NMR Spectrum: (DMSOd6) 2.21 (s, 3H), 2.41 (t, 4H), 3.60 (t, 4H), 3.65 (s, 2H), 7.06 (d, 1H), 7.62 (d, 1H), 7.77 (d, 1H), 7.87 (m, 1H), 8.10 (m, 2H), 8.15 (d, 1H), 8.32 (s, 1H), 8.86 (s, 1H), 11.47 (s, 1H)...